This data is from the Open Reaction Database (ORD), a public repository of structured organic reaction records. The task is: describe an organic reaction: reactants, conditions, products, and yield Starting materials: CO, Cl, CC(O)CNc1nc(Oc2ccc(F)cc2F)nc2c1cnn2COCC[Si](C)(C)C. Product: CC(O)CNc1nc(Oc2ccc(F)cc2F)nc2[nH]ncc12. Reaction SMILES: [CH3:33][OH:34].[ClH:32].[F:1][c:2]1[c:3]([O:4][c:5]2[n:6][c:7]([NH:22][CH2:23][CH:24]([CH3:25])[OH:26])[c:8]3[c:9]([n:10]2)[n:11]([CH2:14][O:15][CH2:16][CH2:17][Si:18]([CH3:19])([CH3:20])[CH3:21])[n:12][cH:13]3)[cH:27][cH:28][c:29]([F:31])[cH:30]1>>[F:1][c:2]1[c:3]([O:4][c:5]2[n:6][c:7]([NH:22][CH2:23][CH:24]([CH3:25])[OH:26])[c:8]3[c:9]([n:10]2)[nH:11][n:12][cH:13]3)[cH:27][cH:28][c:29]([F:31])[cH:30]1. Procedure: To EXAMPLE 2 (26 g, as a solution in toluene) was added to anhydrous tetrahydrofuran (65 mL). The resulting mixture was cooled to −5 to 0° C. A separate flask was charged with anhydrous tetrahydrofuran (65 mL) and a 1 M solution of (4-chlorophenyl)magnesium bromide (172 mL, 2.05 equiv). The reagent mixture was cooled to −5 to 0° C. The mixture of EXAMPLE 2 in toluene was slowly added to the Grignard reagent, maintaining a reaction temperature below 5° C. The reaction was monitored by HPLC and wa... Reaction conditions: temperature -2.5 celsius, time 1 hour. Reaction SMILES: O1CCCC1.[Cl:6][C:7]1[CH:12]=[CH:11][C:10]([Mg]Br)=[CH:9][CH:8]=1.[CH3:15][C:16]1([CH3:35])[CH2:21][CH2:20][C:19](=[O:22])/[C:18](=[CH:23]/[O:24][Si:25]([CH:32]([CH3:34])[CH3:33])([CH:29]([CH3:31])[CH3:30])[CH:26]([CH3:28])[CH3:27])/[CH2:17]1>C1(C)C=CC=CC=1>[Cl:6][C:7]1[CH:12]=[CH:11][C:10]([C:19]2([OH:22])[CH2:20][CH2:21][C:16]([CH3:15])([CH3:35])[CH2:17]/[C:18]/2=[CH:23]\[O:24][Si:25]([CH:26]([CH3:28])[CH3:27])([CH:32]([CH3:34])[CH3:33])[CH:29]([CH3:31])[CH3:30])=[CH:9][CH:8]=1. The reactants are CC1(C\C(\C(CC1)=O)=C/O[Si](C(C)C)(C(C)C)C(C)C)C ((2E)-4,4-dimethyl-2-(((triisopropylsilyl)oxy)methylene)cyclohexanone), Grignard reagent, ClC1=CC=C(C=C1)[Mg]Br ((4-chlorophenyl)magnesium bromide), O1CCCC1 (tetrahydrofuran), solution, O1CCCC1 (tetrahydrofuran). The product is ClC1=CC=C(C=C1)C1(/C(/CC(CC1)(C)C)=C/O[Si](C(C)C)(C(C)C)C(C)C)O ((2E)-1-(4-chlorophenyl)-4,4-dimethyl-2-(((triisopropylsilyl)oxy)methylene)cyclohexanol). The solvent is C1(=CC=CC=C1)C (toluene), C1(=CC=CC=C1)C (toluene). Starting materials: ClC1=C(OC2=C(C=CC=C2)NS(=O)(=O)C2=CC=C(C(=O)O)C=C2)C=CC(=C1)F (4-[2-(2-chloro-4-fluoro-phenoxy)-phenylsulfamoyl]-benzoic acid), Cl.C(C)OC(CN)=O (glycine ethyl ester hydrochloride). Procedure: The title compound was prepared from 4-[2-(2-chloro-4-fluoro-phenoxy)-phenylsulfamoyl]-benzoic acid and glycine ethyl ester hydrochloride according to the method described in Example 1.1/d. The product is C(C)OC(CNC(C1=CC=C(C=C1)S(NC1=C(C=CC=C1)OC1=C(C=C(C=C1)F)Cl)(=O)=O)=O)=O ({4-[2-(2-Chloro-4-fluoro-phenoxy)-phenylsulfamoyl]-benzoylamino}-acetic acid ethyl ester). RXN SMILES: [Cl:1][C:2]1[CH:27]=[C:26]([F:28])[CH:25]=[CH:24][C:3]=1[O:4][C:5]1[CH:10]=[CH:9][CH:8]=[CH:7][C:6]=1[NH:11][S:12]([C:15]1[CH:23]=[CH:22][C:18]([C:19]([OH:21])=O)=[CH:17][CH:16]=1)(=[O:14])=[O:13].Cl.[CH2:30]([O:32][C:33](=[O:36])[CH2:34][NH2:35])[CH3:31]>>[CH2:30]([O:32][C:33](=[O:36])[CH2:34][NH:35][C:19](=[O:21])[C:18]1[CH:22]=[CH:23][C:15]([S:12](=[O:14])(=[O:13])[NH:11][C:6]2[CH:7]=[CH:8][CH:9]=[CH:10][C:5]=2[O:4][C:3]2[CH:24]=[CH:25][C:26]([F:28])=[CH:27][C:2]=2[Cl:1])=[CH:16][CH:17]=1)[CH3:31] |f:1.2|. The reactants are COc1cccc(C(=O)c2n[nH]c3c(C(F)(F)F)cccc23)c1, BrC1CCCC1, [H-], [Na+], CN(C)C=O. Yields the product COc1cccc(C(=O)c2nn(C3CCCC3)c3c(C(F)(F)F)cccc23)c1. RXN SMILES: [CH3:1][O:2][c:3]1[cH:4][c:5]([C:9](=[O:10])[c:11]2[n:12][nH:13][c:14]3[c:15]([C:20]([F:21])([F:22])[F:23])[cH:16][cH:17][cH:18][c:19]23)[cH:6][cH:7][cH:8]1.[CH:26]1([Br:31])[CH2:27][CH2:28][CH2:29][CH2:30]1.[H-:24].[Na+:25].[O:32]=[CH:33][N:34]([CH3:35])[CH3:36]>>[CH3:1][O:2][c:3]1[cH:4][c:5]([C:9](=[O:10])[c:11]2[n:12][n:13]([CH:26]3[CH2:27][CH2:28][CH2:29][CH2:30]3)[c:14]3[c:15]([C:20]([F:21])([F:22])[F:23])[cH:16][cH:17][cH:18][c:19]23)[cH:6][cH:7][cH:8]1. The reactants are [OH-].C(CCC)[N+](CCCC)(CCCC)CCCC (tetrabutylammonium hydroxide), FC(C=1C(=CNC1)C(=O)OCC)(F)F (4-trifluoromethyl-3-ethoxycarbonyl-1H-pyrole), O1CCCC1 (tetrahydrofuran), C=O (formaldehyde), ice water. Run in O (water), O (water). Run at time 10 minute. Yields the product OCN1C=C(C(=C1)C(F)(F)F)C(=O)OCC (1-hydroxymethyl-4-trifluoromethyl-3-ethoxycarbonyl-1H-pyrole). RXN SMILES: [F:1][C:2]([F:14])([F:13])[C:3]1[C:4]([C:8]([O:10][CH2:11][CH3:12])=[O:9])=[CH:5][NH:6][CH:7]=1.[O:15]1CCC[CH2:16]1.C=O.[OH-].C([N+](CCCC)(CCCC)CCCC)CCC>O>[OH:15][CH2:16][N:6]1[CH:7]=[C:3]([C:2]([F:1])([F:13])[F:14])[C:4]([C:8]([O:10][CH2:11][CH3:12])=[O:9])=[CH:5]1 |f:3.4|. Reported procedure: 207 mg of 4-trifluoromethyl-3-ethoxycarbonyl-1H-pyrole, 5 ml of tetrahydrofuran and 5 ml of formaldehyde 36% in water were mixed. 0.2 ml of tetrabutylammonium hydroxide 10% in water was added to the mixture at room temperature, followed by stirring at room temperature for 10 minutes. The reaction mixture was poured into ice-water, and extracted with ethyl acetate. The organic layer was washed with saturated aqueous sodium chloride solution, dried over anhydrous magnesium sulfate, and filtered. T... Reaction SMILES: [CH3:40][CH2:41][O:42][CH2:43][CH2:44][OH:45].[Cl:18][c:19]1[cH:20][c:21]([NH2:32])[cH:22][cH:23][c:24]1[S:25][c:26]1[n:27]([CH3:31])[cH:28][cH:29][n:30]1.[Cl:1][c:2]1[c:3]([C:16]#[N:17])[cH:4][n:5][c:6]2[cH:7][c:8]([F:15])[c:9]([O:12][CH2:13][CH3:14])[cH:10][c:11]12.[ClH:33].[n:34]1[cH:35][cH:36][cH:37][cH:38][cH:39]1>>[c:2]1([NH:32][c:21]2[cH:20][c:19]([Cl:18])[c:24]([S:25][c:26]3[n:27]([CH3:31])[cH:28][cH:29][n:30]3)[cH:23][cH:22]2)[c:3]([C:16]#[N:17])[cH:4][n:5][c:6]2[cH:7][c:8]([F:15])[c:9]([O:12][CH2:13][CH3:14])[cH:10][c:11]12. Product: CCOc1cc2c(Nc3ccc(Sc4nccn4C)c(Cl)c3)c(C#N)cnc2cc1F. Starting materials: CCOCCO, Cn1ccnc1Sc1ccc(N)cc1Cl, CCOc1cc2c(Cl)c(C#N)cnc2cc1F, Cl, c1ccncc1. Starting materials: COC(=O)N[C@H](C(=O)O)C(C)(C)C ((2S)-2-[(methoxycarbonyl)amino]-3,3-dimethylbutanoic acid), CCOP(=O)(OCC)ON1C(=O)C2=C(C=CC=C2)N=N1 (DEPBT), C(C)(C)N(C(C)C)CC (N,N-diisopropylethylamine), N[C@H](C[C@@H]([C@H](CC1=CC=CC=C1)NC(OC(C)(C)C)=O)O[Si](C)(C)C(C)(C)C)CC1=CC=C(C=C1)C=1SC=CN1 (tert-butyl(1S,2S,4S)-4-amino-1-benzyl-2-{[tert-butyl(dimethyl)silyl]oxy}-5-[4-(1,3-thiazol-2-yl)phenyl]pentylcarbamate). Run in O1CCCC1 (tetrahydrofuran). Run at time 1 hour. Yields the product C(C)(C)(C)OC(=O)N[C@H]([C@H](C[C@H](CC1=CC=C(C=C1)C=1SC=CN1)NC([C@@H](NC(=O)OC)C(C)(C)C)=O)O[Si](C)(C)C(C)(C)C)CC1=CC=CC=C1 (N1-{(1S,3S,4S)-4-[(tert-butoxycarbonyl)amino]-3-{[tert-butyl(dimethyl)silyl]oxy}-5-phenyl-1-[4-(1,3-thiazol-2-yl)benzyl]pentyl}-N2-(methoxycarbonyl)-3-methyl-L-valinamide). Isolated yield 70.6%. Reaction SMILES: [NH2:1][C@@H:2]([CH2:29][C:30]1[CH:35]=[CH:34][C:33]([C:36]2[S:37][CH:38]=[CH:39][N:40]=2)=[CH:32][CH:31]=1)[CH2:3][C@H:4]([O:21][Si:22]([C:25]([CH3:28])([CH3:27])[CH3:26])([CH3:24])[CH3:23])[C@@H:5]([NH:13][C:14](=[O:20])[O:15][C:16]([CH3:19])([CH3:18])[CH3:17])[CH2:6][C:7]1[CH:12]=[CH:11][CH:10]=[CH:9][CH:8]=1.[CH3:41][O:42][C:43]([NH:45][C@@H:46]([C:50]([CH3:53])([CH3:52])[CH3:51])[C:47](O)=[O:48])=[O:44].CCOP(ON1N=NC2C=CC=CC=2C1=O)(OCC)=O.C(N(CC)C(C)C)(C)C>O1CCCC1>[C:16]([O:15][C:14]([NH:13][C@@H:5]([CH2:6][C:7]1[CH:12]=[CH:11][CH:10]=[CH:9][CH:8]=1)[C@@H:4]([O:21][Si:22]([C:25]([CH3:28])([CH3:27])[CH3:26])([CH3:24])[CH3:23])[CH2:3][C@@H:2]([NH:1][C:47](=[O:48])[C@H:46]([C:50]([CH3:52])([CH3:51])[CH3:53])[NH:45][C:43]([O:42][CH3:41])=[O:44])[CH2:29][C:30]1[CH:31]=[CH:32][C:33]([C:36]2[S:37][CH:38]=[CH:39][N:40]=2)=[CH:34][CH:35]=1)=[O:20])([CH3:17])([CH3:18])[CH3:19]. Reported procedure: To a solution containing the product from Example 146A (0.053 g) in tetrahydrofuran (0.70 mL) were added the product from Example 1F (0.015 g, 0.079 mmol), DEPBT (0.033 g, 0.110 mmol), and N,N-diisopropylethylamine (0.065 mL, 0.373 mmol) and the mixture was stirred at room temperature for 1 hour. The mixture was partitioned between ethyl acetate and 10% Na2CO3 solution. The organic was washed with additional 10% Na2CO3 solution and then brine, dried over MgSO4, filtered and evaporated. The resid...